Task: describe an organic reaction: reactants, conditions, products, and yield. Dataset: the Open Reaction Database (ORD), a public repository of structured organic reaction records Starting materials: P(=O)([O-])([O-])[O-].[K+].[K+].[K+] (tripotassium phosphate), C(C)(=O)OCC (ethyl acetate), BrC=1C(=C2C(N=C(O2)C2CC2)=C(C1C)C#N)F (6-Bromo-2-cyclopropyl-7-fluoro-5-methyl-1,3-benzoxazole-4-carbonitrile), O.NC=1C=C(C=CC1)B(O)O (3-aminophenylboronic acid monohydrate). Reagents/catalysts: C=1C=CC(=CC1)[P](C=2C=CC=CC2)(C=3C=CC=CC3)[Pd]([P](C=4C=CC=CC4)(C=5C=CC=CC5)C=6C=CC=CC6)([P](C=7C=CC=CC7)(C=8C=CC=CC8)C=9C=CC=CC9)[P](C=1C=CC=CC1)(C=1C=CC=CC1)C=1C=CC=CC1 (tetrakis(triphenylphosphine)palladium(0)). Run in O1CCOCC1 (1,4-dioxane), [Cl-].[Na+].O (brine). Reaction conditions: temperature 95 celsius, time 12 hour. The product is NC=1C=C(C=CC1)C=1C(=C2C(N=C(O2)C2CC2)=C(C1C)C#N)F (6-(3-Aminophenyl)-2-cyclopropyl-7-fluoro-5-methyl-1,3-benzoxazole-4-carbonitrile). RXN SMILES: Br[C:2]1[C:3]([F:17])=[C:4]2[O:8][C:7]([CH:9]3[CH2:11][CH2:10]3)=[N:6][C:5]2=[C:12]([C:15]#[N:16])[C:13]=1[CH3:14].O.[NH2:19][C:20]1[CH:21]=[C:22](B(O)O)[CH:23]=[CH:24][CH:25]=1.P([O-])([O-])([O-])=O.[K+].[K+].[K+].C(OCC)(=O)C>O1CCOCC1.[Cl-].[Na+].O.C1C=CC([P]([Pd]([P](C2C=CC=CC=2)(C2C=CC=CC=2)C2C=CC=CC=2)([P](C2C=CC=CC=2)(C2C=CC=CC=2)C2C=CC=CC=2)[P](C2C=CC=CC=2)(C2C=CC=CC=2)C2C=CC=CC=2)(C2C=CC=CC=2)C2C=CC=CC=2)=CC=1>[NH2:19][C:20]1[CH:25]=[C:24]([C:2]2[C:3]([F:17])=[C:4]3[O:8][C:7]([CH:9]4[CH2:11][CH2:10]4)=[N:6][C:5]3=[C:12]([C:15]#[N:16])[C:13]=2[CH3:14])[CH:23]=[CH:22][CH:21]=1 |f:1.2,3.4.5.6,9.10.11,^1:55,57,76,95|. Reported procedure: 6-Bromo-2-cyclopropyl-7-fluoro-5-methyl-1,3-benzoxazole-4-carbonitrile (I-77) (150 mg, 0.51 mmol) and 3-aminophenylboronic acid monohydrate (315 mg, 2.03 mmol) were dissolved in 1,4-dioxane (5 ml), then at room temperature, tripotassium phosphate (216 mg, 1.02 mmol) and then tetrakis(triphenylphosphine)palladium(0) (118 mg, 0.10 mmol) were added. The suspension was stirred under nitrogen atmosphere at 95° C. for 12 hours. After cooling to room temperature, the solution was fractionated with ethy... RXN SMILES: [Br:1][CH:2]([c:3]1[cH:4][cH:5][cH:6][cH:7][cH:8]1)[c:9]1[cH:10][cH:11][cH:12][cH:13][cH:14]1.[CH2:15]([CH3:16])[O:17][C:18](=[O:19])[CH:20]1[NH:21][CH2:22][CH:23]([NH:25][C:26]([CH2:27][CH:28]([c:29]2[cH:30][cH:31][cH:32][cH:33][cH:34]2)[c:35]2[cH:36][cH:37][cH:38][cH:39][cH:40]2)=[O:41])[CH2:24]1.[CH3:48][C:49](=[O:50])[CH2:51][CH3:52].[K+:42].[K+:43].[O-:44][C:45]([O-:46])=[O:47]>>[CH:2]([c:3]1[cH:4][cH:5][cH:6][cH:7][cH:8]1)([c:9]1[cH:10][cH:11][cH:12][cH:13][cH:14]1)[N:21]1[CH:20]([C:18]([O:17][CH2:15][CH3:16])=[O:19])[CH2:24][CH:23]([NH:25][C:26]([CH2:27][CH:28]([c:29]2[cH:30][cH:31][cH:32][cH:33][cH:34]2)[c:35]2[cH:36][cH:37][cH:38][cH:39][cH:40]2)=[O:41])[CH2:22]1. Starting materials: BrC(c1ccccc1)c1ccccc1, CCOC(=O)C1CC(NC(=O)CC(c2ccccc2)c2ccccc2)CN1, CCC(C)=O, [K+], [K+], O=C([O-])[O-]. Yields the product CCOC(=O)C1CC(NC(=O)CC(c2ccccc2)c2ccccc2)CN1C(c1ccccc1)c1ccccc1.